This data is from the Open Reaction Database (ORD), a public repository of structured organic reaction records. The task is: describe an organic reaction: reactants, conditions, products, and yield Starting materials: [Na+].C=1(C(=CC=CC1)S(=O)[O-])C (Toluenesulfinic acid sodium salt), O (H2O), Cl (HCl). Run in C(C)(C)(C)OC (t-butylmethyl ether). Product: C=1(C(=CC=CC1)S(=O)O)C (toluenesulfinic acid). Yield: 73.2%. RXN SMILES: [Na+].[C:2]1([CH3:11])[C:3]([S:8]([O-:10])=[O:9])=[CH:4][CH:5]=[CH:6][CH:7]=1.O.Cl>C(OC)(C)(C)C>[C:2]1([CH3:11])[C:3]([S:8]([OH:10])=[O:9])=[CH:4][CH:5]=[CH:6][CH:7]=1 |f:0.1|. Reported procedure: Toluenesulfinic acid sodium salt (150 g, 0.84 mol), H2O (500 mL), and t-butylmethyl ether (TBME) (250 mL) were vigorously stirred, and concd HCl (75 mL) was added dropwise. The resulting two phases were separated and the aqueous phase was extracted with TBME (100 mL). The TBME phases were dried (Na2SO4) and concentrated to near dryness and the white solid was combined with hexane (350 mL) and filtered and dried in vacuo to afford 96 g of toluenesulfinic acid. The reactants are ClC=1C=C(C=C(C1OC1=CC=C(C=C1)OC)Cl)CO ([3,5-Dichloro-4-(4-methoxy-phenoxy)-phenyl]-methanol), [H-].[Na+] (NaH), CI (methyl iodide), [H][H] (hydrogen). Solvent: CN(C=O)C (dimethylformamide), O (water). Run at time 19 hour. Yields the product ClC1=C(OC2=CC=C(C=C2)OC)C(=CC(=C1)COC)Cl (4-(2,6-dichloro-4-methoxymethyl-phenoxy)-anisole). Isolated yield 97.7%. As a reaction SMILES: [Cl:1][C:2]1[CH:3]=[C:4]([CH2:18][OH:19])[CH:5]=[C:6]([Cl:17])[C:7]=1[O:8][C:9]1[CH:14]=[CH:13][C:12]([O:15][CH3:16])=[CH:11][CH:10]=1.[H-].[Na+].[H][H].[CH3:24]I>CN(C)C=O.O>[Cl:1][C:2]1[CH:3]=[C:4]([CH2:18][O:19][CH3:24])[CH:5]=[C:6]([Cl:17])[C:7]=1[O:8][C:9]1[CH:10]=[CH:11][C:12]([O:15][CH3:16])=[CH:13][CH:14]=1 |f:1.2|. Procedure details: To a solution of the title compound of Step A (400 mg, 1.34 mmol) in dry dimethylformamide (13 mL) at 0° C. under nitrogen was added NaH (60% dispersion in mineral oil, 134 mg, 3.3 mmol). After stirring for 30 minutes at 0° C. until hydrogen evolution ceased, methyl iodide (949 mg, 6.61 mmol) was added. The reaction mixture was warmed to room temperature and stirred for about 19 hours. The solution was poured into water (100 ml) and extracted with ethyl acetate (3×100 ml). The combined extracts ...